Dataset: the Open Reaction Database (ORD), a public repository of structured organic reaction records. Task: describe an organic reaction: reactants, conditions, products, and yield The reactants are C1COCCN1, CCCCO, CC(=O)c1cccc(-c2nc(Cl)cc(Nc3ccc(OC(F)(F)F)cc3)n2)c1. Yields the product CC(=O)c1cccc(-c2nc(Nc3ccc(OC(F)(F)F)cc3)cc(N3CCOCC3)n2)c1. As a reaction SMILES: [CH2:29]1[CH2:30][O:31][CH2:32][CH2:33][NH:34]1.[CH2:35]([OH:36])[CH2:37][CH2:38][CH3:39].[Cl:1][c:2]1[n:3][c:4](-[c:20]2[cH:21][c:22]([C:26]([CH3:27])=[O:28])[cH:23][cH:24][cH:25]2)[n:5][c:6]([NH:8][c:9]2[cH:10][cH:11][c:12]([O:15][C:16]([F:17])([F:18])[F:19])[cH:13][cH:14]2)[cH:7]1>>[c:2]1([N:34]2[CH2:29][CH2:30][O:31][CH2:32][CH2:33]2)[n:3][c:4](-[c:20]2[cH:21][c:22]([C:26]([CH3:27])=[O:28])[cH:23][cH:24][cH:25]2)[n:5][c:6]([NH:8][c:9]2[cH:10][cH:11][c:12]([O:15][C:16]([F:17])([F:18])[F:19])[cH:13][cH:14]2)[cH:7]1. The reactants are CCOC(=O)c1cc2cc(OCc3ccccc3)c(N)cc2[nH]1, CCO, [K+], [OH-], O. Product: Nc1cc2[nH]c(C(=O)O)cc2cc1OCc1ccccc1. Reaction SMILES: [CH2:1]([CH3:2])[O:3][C:4](=[O:5])[c:6]1[nH:7][c:8]2[cH:9][c:10]([NH2:23])[c:11]([O:15][CH2:16][c:17]3[cH:18][cH:19][cH:20][cH:21][cH:22]3)[cH:12][c:13]2[cH:14]1.[CH3:27][CH2:28][OH:29].[K+:26].[OH-:25].[OH2:24]>>[O:3]=[C:4]([OH:5])[c:6]1[nH:7][c:8]2[cH:9][c:10]([NH2:23])[c:11]([O:15][CH2:16][c:17]3[cH:18][cH:19][cH:20][cH:21][cH:22]3)[cH:12][c:13]2[cH:14]1. The reactants are [OH-].[Na+] (sodium hydroxide), C(O)([O-])=O.[Na+] (sodium hydrogen carbonate), C1(CCCCC1)C(=O)C1=C(C=2C=NC=CC2S1)C (cyclohexyl(3-methylthieno[3,2-c]pyridin-2-yl)methanone), NC1=CC=C(C(=O)OC)C=C1 (methyl 4-aminobenzoate), C(CN)N (ethylenediamine), [OH-].[Na+] (sodium hydroxide), C(O)([O-])=O.[Na+] (sodium hydrogen carbonate), solution, C(#N)[BH3-].[Na+] (sodium cyanoborohydride). The reagents and catalysts are [Ti](Cl)(Cl)(Cl)Cl (titanium (IV) chloride). The solvent is O1CCCC1 (Tetrahydrofuran), C(C)O (ethanol), O1CCCC1 (tetrahydrofuran), C(C)O (ethanol), C(Cl)Cl (methylene chloride), C(C)N(CC)CC (triethylamine), O1CCCC1 (tetrahydrofuran), C(C)(=O)O (acetic acid). Run at time 8 hour. Product: C1(CCCCC1)C(C1=C(C=2C=NC=CC2S1)C)NC1=CC=C(C(=O)O)C=C1 (4-{[cyclohexyl(3-methylthieno[3,2-c]pyridin-2-yl)methyl]amino}benzoic acid). Yield: 34.1%. As a reaction SMILES: [CH:1]1([C:7]([C:9]2[S:17][C:16]3[CH:15]=[CH:14][N:13]=[CH:12][C:11]=3[C:10]=2[CH3:18])=O)[CH2:6][CH2:5][CH2:4][CH2:3][CH2:2]1.[NH2:19][C:20]1[CH:29]=[CH:28][C:23]([C:24]([O:26]C)=[O:25])=[CH:22][CH:21]=1.C(=O)([O-])O.[Na+].C([BH3-])#N.[Na+].[OH-].[Na+].C(N)CN>O1CCCC1.[Ti](Cl)(Cl)(Cl)Cl.C(O)C.C(O)(=O)C.C(Cl)Cl.C(N(CC)CC)C>[CH:1]1([CH:7]([NH:19][C:20]2[CH:29]=[CH:28][C:23]([C:24]([OH:26])=[O:25])=[CH:22][CH:21]=2)[C:9]2[S:17][C:16]3[CH:15]=[CH:14][N:13]=[CH:12][C:11]=3[C:10]=2[CH3:18])[CH2:6][CH2:5][CH2:4][CH2:3][CH2:2]1 |f:2.3,4.5,6.7|. Procedure: To a mixture of cyclohexyl(3-methylthieno[3,2-c]pyridin-2-yl)methanone (864 mg) synthesized above, methyl 4-aminobenzoate (553 mg), triethylamine (3.71 mL) and methylene chloride (20 mL) was added titanium (IV) chloride (439 μL) at 0° C., and the mixture was stirred under argon atmosphere overnight at room temperature. Saturated aqueous sodium hydrogen carbonate solution was added to quench the reaction, and the reaction mixture was extracted with ethyl acetate. The extract was washed with satur... The reactants are CC(=O)OC1=CC2=C(S1)CCN(C2)C(C=3C=CC=CC3F)C(=O)C4CC4 (prasugrel), Br (HBr), CO (methanol). Run in C(C)(=O)OCCCC (n-butyl acetate), C(C)(=O)OCCCC (n-butyl acetate). Run at temperature 22.5 celsius, time 30 minute. Yields the product CC(=O)OC1=CC2=C(S1)CCN(C2)C(C3=CC=CC=C3F)C(=O)C4CC4.Br (Prasugrel hydrobromide), ( 0.616 ). RXN SMILES: [CH3:1][C:2]([O:4][C:5]1[S:9][C:8]2[CH2:10][CH2:11][N:12]([CH:14]([C:22]([CH:24]3[CH2:26][CH2:25]3)=[O:23])[C:15]3[CH:16]=[CH:17][CH:18]=[CH:19][C:20]=3[F:21])[CH2:13][C:7]=2[CH:6]=1)=[O:3].[BrH:27].CO>C(OCCCC)(=O)C>[CH3:1][C:2]([O:4][C:5]1[S:9][C:8]2[CH2:10][CH2:11][N:12]([CH:14]([C:22]([CH:24]3[CH2:26][CH2:25]3)=[O:23])[C:15]3[C:20]([F:21])=[CH:19][CH:18]=[CH:17][CH:16]=3)[CH2:13][C:7]=2[CH:6]=1)=[O:3].[BrH:27] |f:4.5|. Reported procedure: To a suspension of prasugrel base (0.501 g) in 6.0 ml of n-butyl acetate at 20-25° C., a dropwise solution of 0.170 ml of 47% HBr(aq) in 1.0 ml of n-butyl acetate was added. After the first drop of the acid solution, 0.3 ml of methanol was added. After the addition, the suspension was stirred at 20-25° C. for about 30 minutes and cooled to 0-5° C. for about 2 hours. The obtained crystals were filtered, washed with 1 ml of n-butyl acetate and dried at 40° C./10 mbar for about 22 hours. Prasugrel ... The reactants are [Al+3], CCOC(C)=O, Cc1ccccc1, [Cl-], [Cl-], [Cl-], Clc1ccccc1, O=C(Cl)c1ccc([N+](=O)[O-])cc1Cl, O. The product is O=C(c1ccc(Cl)cc1)c1ccc([N+](=O)[O-])cc1Cl. Reaction SMILES: [Al+3:22].[CH3:26][CH2:27][O:28][C:29](=[O:30])[CH3:31].[CH3:32][c:33]1[cH:34][cH:35][cH:36][cH:37][cH:38]1.[Cl-:21].[Cl-:23].[Cl-:24].[Cl:14][c:15]1[cH:16][cH:17][cH:18][cH:19][cH:20]1.[Cl:1][c:2]1[c:3]([C:4](=[O:5])[Cl:6])[cH:7][cH:8][c:9]([N+:11](=[O:12])[O-:13])[cH:10]1.[OH2:25]>>[Cl:1][c:2]1[c:3]([C:4](=[O:5])[c:18]2[cH:17][cH:16][c:15]([Cl:14])[cH:20][cH:19]2)[cH:7][cH:8][c:9]([N+:11](=[O:12])[O-:13])[cH:10]1. Reaction SMILES: [NH2:1][C:2]([NH2:4])=[NH:3].[CH3:5][C:6]1[N:11]=[C:10]2[CH2:12][CH2:13][CH2:14][CH2:15][CH2:16][C:9]2=[CH:8][C:7]=1[C:17](OCC)=[O:18]>CC(O)C>[CH3:5][C:6]1[N:11]=[C:10]2[CH2:12][CH2:13][CH2:14][CH2:15][CH2:16][C:9]2=[CH:8][C:7]=1[C:17]([NH:3][C:2]([NH2:4])=[NH:1])=[O:18]. The reactants are NC(=N)N (Guanidine), CC1=C(C=C2C(=N1)CCCCC2)C(=O)OCC (ethyl 2-methyl-6,7,8,9-tetrahydro-5H-cyclohepta[b]pyridine-3-carboxylate). Isolated yield 31.2%. Solvent: CC(C)O (2-propanol). Reported procedure: In an atmosphere of argon, metallic sodium (325.2 mg, 0.014 g atom) was dissolved in anhydrous methanol (20.0 ml) at room temperature, and the solution was mixed with guanidine hydrochloride (1.35 g, 14.1 mmol) at 0° C. After 1 hour of stirring at room temperature, the thus precipitated sodium chloride was removed by filtration using a glass filter and the resulting filtrate was evaporated under reduced pressure to obtain free guanidine. Guanidine and ethyl 2-methyl-6,7,8,9-tetrahydro-5H-cyclohe... Yields the product CC1=C(C=C2C(=N1)CCCCC2)C(=O)NC(=N)N (2-Methyl-6,7,8,9-tetrahydro-5H-cyclohepta[b]pyridine-3-carbonylguanidine).